Dataset: the Open Reaction Database (ORD), a public repository of structured organic reaction records. Task: describe an organic reaction: reactants, conditions, products, and yield Reactants: C(C)(C)N(CC)C(C)C (diisopropylethylamine), ClC=1C=C(C(=O)OC2=C(C(=C(C(=C2F)F)F)F)F)C=CC1OC(C)C (pentafluorophenyl 3-chloro-4-[(1-methylethyl)oxy]benzoate), BrC=1C=2N(C=CC1)C=C(N2)C2=CC=C(C=C2)C[C@@H](CN2C(C1=CC=CC=C1C2=O)=O)NC(OC(C)(C)C)=O (1,1-dimethylethyl {(1S)-2-[4-(8-bromoimidazo[1,2-a]pyridin-2-yl)phenyl]-1-[(1,3-dioxo-1,3-dihydro-2H-isoindol-2 yl)methyl]ethyl}carbamate), Cl (hydrogen chloride). The solvent is C(C)(=O)OCC (ethyl acetate), O1CCOCC1 (1,4-dioxane). The product is BrC=1C=2N(C=CC1)C=C(N2)C2=CC=C(C=C2)C[C@@H](CN2C(C1=CC=CC=C1C2=O)=O)NC(C2=CC(=C(C=C2)OC(C)C)Cl)=O (N-{(1S)-2-[4-(8-Bromoimidazo[1,2-a]pyridin-2-yl)phenyl]-1-[(1,3-dioxo-1,3-dihydro-2H-isoindol-2-yl)methyl]ethyl}-3-chloro-4-[(1-methylethyl)oxy]benzamide), solid. The yield is 65.0%. Reaction SMILES: [Br:1][C:2]1[C:3]2[N:4]([CH:8]=[C:9]([C:11]3[CH:16]=[CH:15][C:14]([CH2:17][C@H:18]([NH:31][C:32](=[O:38])OC(C)(C)C)[CH2:19][N:20]4[C:28](=[O:29])[C:27]5[C:22](=[CH:23][CH:24]=[CH:25][CH:26]=5)[C:21]4=[O:30])=[CH:13][CH:12]=3)[N:10]=2)[CH:5]=[CH:6][CH:7]=1.Cl.C(N(C(C)C)CC)(C)C.[Cl:49][C:50]1[CH:51]=[C:52]([CH:67]=[CH:68][C:69]=1[O:70][CH:71]([CH3:73])[CH3:72])C(OC1C(F)=C(F)C(F)=C(F)C=1F)=O>O1CCOCC1.C(OCC)(=O)C>[Br:1][C:2]1[C:3]2[N:4]([CH:8]=[C:9]([C:11]3[CH:12]=[CH:13][C:14]([CH2:17][C@H:18]([NH:31][C:32](=[O:38])[C:52]4[CH:67]=[CH:68][C:69]([O:70][CH:71]([CH3:72])[CH3:73])=[C:50]([Cl:49])[CH:51]=4)[CH2:19][N:20]4[C:28](=[O:29])[C:27]5[C:22](=[CH:23][CH:24]=[CH:25][CH:26]=5)[C:21]4=[O:30])=[CH:15][CH:16]=3)[N:10]=2)[CH:5]=[CH:6][CH:7]=1. Procedure: A solution of 1,1-dimethylethyl {(1S)-2-[4-(8-bromoimidazo[1,2-a]pyridin-2-yl)phenyl]-1-[(1,3-dioxo-1,3-dihydro-2H-isoindol-2 yl)methyl]ethyl}carbamate (3.5 mmol) and hydrogen chloride in 1,4-dioxane (20 mL, 4.0 M) was stirred for 1 h at RT. The reaction was concentrated to dryness and redissolved in N,N-dimethylformamide (35 mL). Added to the solution was diisopropylethylamine (10.5 mmol) and pentafluorophenyl 3-chloro-4-[(1-methylethyl)oxy]benzoate (3.8 mmol), followed by stirring at RT for ha... Starting materials: Cl.C(C)(=O)OCC (HCl ethyl acetate), ice, BrC1=CC(=C(C(=C1)C)C=1C=C(N2C1N=C(C=C2NC(CCC)CCC)C)C(=O)N)C (8-(4-bromo-2,6-dimethyl-phenyl)-2-methyl-4-(1-propyl-butylamino)-pyrrolo[1,2-a]pyrimidine-6-carboxylic acid amide). The solvent is C(C)O (ethanol). Yields the product Cl.BrC1=CC(=C(C(=C1)C)C=1C=C(N2C1N=C(C=C2NC(CCC)CCC)C)C(=O)N)C (8-(4-bromo-2,6-dimethyl-phenyl)-2-methyl-4-(1-propyl-butylamino)-pyrrolo[1,2-a]pyrimidine-6-carboxylic acid amide hydrochloride). RXN SMILES: [Br:1][C:2]1[CH:7]=[C:6]([CH3:8])[C:5]([C:9]2[CH:10]=[C:11]([C:27]([NH2:29])=[O:28])[N:12]3[C:17]([NH:18][CH:19]([CH2:23][CH2:24][CH3:25])[CH2:20][CH2:21][CH3:22])=[CH:16][C:15]([CH3:26])=[N:14][C:13]=23)=[C:4]([CH3:30])[CH:3]=1.[ClH:31].C(OCC)(=O)C>C(O)C>[ClH:31].[Br:1][C:2]1[CH:7]=[C:6]([CH3:8])[C:5]([C:9]2[CH:10]=[C:11]([C:27]([NH2:29])=[O:28])[N:12]3[C:17]([NH:18][CH:19]([CH2:23][CH2:24][CH3:25])[CH2:20][CH2:21][CH3:22])=[CH:16][C:15]([CH3:26])=[N:14][C:13]=23)=[C:4]([CH3:30])[CH:3]=1 |f:1.2,4.5|. Procedure: To a suspension of 8-(4-bromo-2,6-dimethyl-phenyl)-2-methyl-4-(1-propyl-butylamino)-pyrrolo[1,2-a]pyrimidine-6-carboxylic acid amide (5.8 g) in ethanol (30 mL) was added 4 M HCl/ethyl acetate (3.7 mL) in an ice-cooling bath. The resulting solution was concentrated under reduced pressure. The residue was crystallized from ethyl acetate to give the title compound.